From a dataset of the Open Reaction Database (ORD), a public repository of structured organic reaction records. describe an organic reaction: reactants, conditions, products, and yield Reactants: CC1=C(C(=CC(=C1)C)C)SC1=NN(C=N1)C(N(C)C)=O (3-(2,4,6-Trimethylphenyl)thio-1-dimethylcarbamoyl-1H-1,2,4-triazole), C(C)(=O)OCC (ethyl acetate), S(=S)(=O)([O-])[O-].[Na+].[Na+] (sodium thiosulfate), C([O-])([O-])=O.[K+].[K+] (potassium carbonate), ClC1=CC(=CC=C1)C(=O)OO (m-chloroperbenzoic acid). Reaction conditions: temperature 60 celsius, time 4 hour. Product: CC1=C(C(=CC(=C1)C)C)S(=O)(=O)C1=NN(C=N1)C(N(C)C)=O (3-(2,4,6-Trimethylphenyl)sulfonyl-1-dimethylcarbamoyl-1H-1,2,4-triazole). Reaction SMILES: CC1C=C(C)C=C(C)C=1S[C:11]1[N:15]=[CH:14][N:13]([C:16](=[O:20])[N:17]([CH3:19])[CH3:18])[N:12]=1.ClC1[CH:27]=[CH:26][CH:25]=[C:24]([C:28](OO)=O)[CH:23]=1.[S:32]([O-:36])([O-])(=[O:34])=S.[Na+].[Na+].[C:39](=O)([O-])[O-].[K+].[K+].C(O[CH2:49][CH3:50])(=O)C>>[CH3:39][C:26]1[CH:25]=[C:24]([CH3:28])[CH:23]=[C:49]([CH3:50])[C:27]=1[S:32]([C:11]1[N:15]=[CH:14][N:13]([C:16](=[O:20])[N:17]([CH3:19])[CH3:18])[N:12]=1)(=[O:36])=[O:34] |f:2.3.4,5.6.7|. Procedure details: To a mixture of 3-(2,4,6-trimethylphenyl)thio-1-dimethylcarbamoyl-1H-1,2,4-triazole (Example 32) (226 mg) and ethyl acetate (1 ml) was added m-chloroperbenzoic acid (360 mg), and the reaction mixture was heated and stirred for 4 hours on an oil bath at 60° C. To the reaction solution were added 1 M aqueous sodium thiosulfate solution (0.1 ml) and 5 M aqueous potassium carbonate solution (0.25 ml), and the mixture was extracted with ethyl acetate-water. The organic layer was washed with saturated... The reactants are C(C)OC1=CC=C(C=C1)C#C (4-ethoxyphenylacetylene), BrC1=CC=C(C=C1)I (1-bromo-4-iodo-benzene), CCOC(=O)C (EtOAc), C(C)(C)NC(C)C (diisopropylamine). Reagents/catalysts: [Cu]I (copper(I)iodide), Pd(dppf)Cl2CH2Cl2. Solvent: C1CCOC1 (THF). Run at time 3 hour. The product is BrC1=CC=C(C=C1)C#CC1=CC=C(C=C1)OCC (1-Bromo-4-[(4-ethoxyphenyl)ethynyl]benzene). Reaction SMILES: [CH2:1]([O:3][C:4]1[CH:9]=[CH:8][C:7]([C:10]#[CH:11])=[CH:6][CH:5]=1)[CH3:2].[Br:12][C:13]1[CH:18]=[CH:17][C:16](I)=[CH:15][CH:14]=1.C(NC(C)C)(C)C.CCOC(C)=O>C1COCC1.[Cu]I>[Br:12][C:13]1[CH:18]=[CH:17][C:16]([C:11]#[C:10][C:7]2[CH:8]=[CH:9][C:4]([O:3][CH2:1][CH3:2])=[CH:5][CH:6]=2)=[CH:15][CH:14]=1. Procedure details: To 1.60 g (11.0 mmol) 4-ethoxyphenylacetylene in 40 mL THF are added 3.10 g (11.0 mmol) 1-bromo-4-iodo-benzene under argon, followed by 0.18 g (0.22 mmol) Pd(dppf)Cl2CH2Cl2 as catalyst, 0.04 g (0.22 mmol) copper(I)iodide and 3.10 mL (21.9 mmol) diisopropylamine as base. The mixture is stirred at rt for 3 h. After that time, EtOAc is added and the organic layer is washed with ammonia (5%, 2×) and water (1×). The organic layer is separated, dried over magnesium sulphate and the solvent is evaporat... The reactants are ClCCC(=O)OC1=CC=CC=C1 (phenyl 3-chloropropionate), N1=CC=CC=C1 (pyridine). Product: [Cl-].C(CC)(=O)[O-].C1(=CC=CC=C1)C1=NC=CC=[CH2+]1.C1(=CC=CC=C1)C1=NC=CC=[CH2+]1 (phenyl 3-pyridiniumpropionate chloride). Isolated yield 86.0%. Reaction SMILES: [Cl:1][CH2:2][CH2:3][C:4]([O:6][C:7]1[CH:12]=[CH:11][CH:10]=[CH:9][CH:8]=1)=[O:5].[N:13]1[CH:18]=[CH:17][CH:16]=[CH:15][CH:14]=1>>[Cl-:1].[C:4]([O-:6])(=[O:5])[CH2:3][CH3:2].[C:7]1([C:14]2[CH2+:15]=[CH:16][CH:17]=[CH:18][N:13]=2)[CH:8]=[CH:9][CH:10]=[CH:11][CH:12]=1.[C:7]1([C:14]2[CH2+:15]=[CH:16][CH:17]=[CH:18][N:13]=2)[CH:8]=[CH:9][CH:10]=[CH:11][CH:12]=1 |f:2.3.4.5|. Procedure: The title compound was prepared as described in Example 1 from pyridine and phenyl 3-chloropropionate in a yield of 86%. Reactants: C(C)N(C(C1=CC=C(C=C1)C(C1=CC=CC=C1)=C1CC2CCC(C1)N2C)=O)CC (N,N-diethyl-4-[(8-methyl-8-azabicyclo[3.2.1]oct-3-ylidene)phenylmethyl]benzamide), C(=O)([O-])[O-].[K+].[K+] (K2CO3), ClC(=O)OCC(Cl)(Cl)Cl (2,2,2-trichloroethyl chloroformate). The reagents and catalysts are [Zn] (zinc). The solvent is C1=CC=CC=C1 (benzene). The product is Cl.C(C)N(C(C1=CC=C(C=C1)C(C1=CC=CC=C1)=C1CC2CCC(C1)N2)=O)CC (N,N-Diethyl-4-[(8-azabicyclo[3.2.1]oct-3-ylidene)phenylmethyl]benzamide Hydrochloride). Reaction SMILES: [CH2:1]([N:3]([CH2:28][CH3:29])[C:4](=[O:27])[C:5]1[CH:10]=[CH:9][C:8]([C:11](=[C:18]2[CH2:24][CH:23]3[N:25](C)[CH:20]([CH2:21][CH2:22]3)[CH2:19]2)[C:12]2[CH:17]=[CH:16][CH:15]=[CH:14][CH:13]=2)=[CH:7][CH:6]=1)[CH3:2].C([O-])([O-])=O.[K+].[K+].[Cl:36]C(OCC(Cl)(Cl)Cl)=O>[Zn].C1C=CC=CC=1>[ClH:36].[CH2:28]([N:3]([CH2:1][CH3:2])[C:4](=[O:27])[C:5]1[CH:6]=[CH:7][C:8]([C:11](=[C:18]2[CH2:24][CH:23]3[NH:25][CH:20]([CH2:21][CH2:22]3)[CH2:19]2)[C:12]2[CH:17]=[CH:16][CH:15]=[CH:14][CH:13]=2)=[CH:9][CH:10]=1)[CH3:29] |f:1.2.3,7.8|. Procedure: A 100 mL benzene suspension of 3.1 g (5.6 mmol) N,N-diethyl-4-[(8-methyl-8-azabicyclo[3.2.1]oct-3-ylidene)phenylmethyl]benzamide, 3.45 g (25 mmol) K2CO3, and 1.5 mL (10 mmol) 2,2,2-trichloroethyl chloroformate was allowed to reflux for 2 h. The reaction was cooled, filtered, and the solvent evaporated. The residual oil was dissolved in MeOH then stirred at reflux with 2.6 g (40 mmol) zinc powder for 1 h. After cooling, the reaction was filtered through celite and partitioned between 3N NaOH and ... Reactants: O1COC2=C1C=CC(=C2)C2CCC(CC2)=O (4-(1,3-Benzodioxol-5-yl)cyclohexanone), N1(CCNCC1)C(=O)OC(C)(C)C (1,1-dimethylethyl 1-piperazine carboxylate). Yields the product O1COC2=C1C=CC(=C2)[C@@H]2CC[C@H](CC2)N2CCN(CC2)C(=O)OC(C)(C)C (Trans 1,1-dimethylethyl 4-[4-(1,3-benzodioxol-5-yl)-1-cyclohexyl]-1-piperazine Carboxylate). Isolated yield 88.0%. Reaction SMILES: [O:1]1[C:5]2[CH:6]=[CH:7][C:8]([CH:10]3[CH2:15][CH2:14][C:13](=O)[CH2:12][CH2:11]3)=[CH:9][C:4]=2[O:3][CH2:2]1.[N:17]1([C:23]([O:25][C:26]([CH3:29])([CH3:28])[CH3:27])=[O:24])[CH2:22][CH2:21][NH:20][CH2:19][CH2:18]1>>[O:1]1[C:5]2[CH:6]=[CH:7][C:8]([C@H:10]3[CH2:15][CH2:14][C@H:13]([N:20]4[CH2:19][CH2:18][N:17]([C:23]([O:25][C:26]([CH3:29])([CH3:28])[CH3:27])=[O:24])[CH2:22][CH2:21]4)[CH2:12][CH2:11]3)=[CH:9][C:4]=2[O:3][CH2:2]1. Reported procedure: 4-(1,3-Benzodioxol-5-yl)cyclohexanone and 1,1-dimethylethyl 1-piperazine carboxylate were reacted as described in example 9 to give the product (88%, mp: 121°-122° C.). Calc'd for C22H32N2O4 : C, 68.01%; H, 8.31%; N, 7.22%. Found: C, 67.61%; H, 8.24%; N, 7.07%. Starting materials: [Cu], Nc1ncc(-c2ccc(Cl)cc2)cc1C(=O)O, c1ccc2ncccc2c1. The product is Nc1ccc(-c2ccc(Cl)cc2)cn1. RXN SMILES: [Cu:18].[NH2:1][c:2]1[n:3][cH:4][c:5](-[c:11]2[cH:12][cH:13][c:14]([Cl:17])[cH:15][cH:16]2)[cH:6][c:7]1[C:8]([OH:9])=[O:10].[cH:19]1[cH:20][c:21]2[c:22]([n:23][cH:24][cH:25][cH:26]2)[cH:27][cH:28]1>>[NH2:1][c:2]1[n:3][cH:4][c:5](-[c:11]2[cH:12][cH:13][c:14]([Cl:17])[cH:15][cH:16]2)[cH:6][cH:7]1. Reported procedure: A solution of methyl 4-methoxysalicylate (50 g) in glacial acetic acid (700 ml) was treated dropwise with concentrated nitric acid (50 ml) over 15 minutes. After stirring for 2 hours, then standing at room temperature for 18 hours, the mixture was treated with a further aliquot of concentrated nitric acid (10 ml) then stirred for 6 hours. The reaction mixture was diluted with ice then poured into water (1000 ml), then filtered. The solid was dried then subjected to flash chromatography on silica... As a reaction SMILES: [CH3:1][O:2][C:3]1[CH:4]=[C:5]([OH:13])[C:6](=[CH:11][CH:12]=1)[C:7]([O:9][CH3:10])=[O:8].[N+:14]([O-])([OH:16])=[O:15].O>C(O)(=O)C>[OH:13][C:5]1[C:4]([N+:14]([O-:16])=[O:15])=[C:3]([O:2][CH3:1])[CH:12]=[CH:11][C:6]=1[C:7]([O:9][CH3:10])=[O:8]. Run at time 2 hour. Product: OC1=C(C(=O)OC)C=CC(=C1[N+](=O)[O-])OC (Methyl 2-hydroxy-4-methoxy-3-nitrobenzoate). Run in C(C)(=O)O (acetic acid). Starting materials: COC=1C=C(C(C(=O)OC)=CC1)O (methyl 4-methoxysalicylate), [N+](=O)(O)[O-] (nitric acid), O (water), [N+](=O)(O)[O-] (nitric acid). Starting materials: NCC=1C(=NC(=CC1C)C)O (3-(aminomethyl)-4,6-dimethylpyridin-2-ol), CC=1N(C2=CC=CC=C2C1C(=O)O)C(C)C1=CC=CC=C1 (2-methyl-1-(1-phenylethyl)-1H-indole-3-carboxylic acid), ON1N=NC2=C1C=CC=C2 (N-hydroxybenzotriazole), Cl.C(C)N=C=NCCCN(C)C (1-ethyl-3-[3-(dimethylamino)propyl]carbodiimide hydrochloride), CN(C)C (trimethylamine). The solvent is ClCCl (dichloromethane), O (water). Run at time 0.5 hour. Yields the product OC1=NC(=CC(=C1CNC(=O)C1=C(N(C2=CC=CC=C12)C(C)C1=CC=CC=C1)C)C)C (N-((2-hydroxy-4,6-dimethylpyridin-3-yl)methyl)-2-methyl-1-(1-phenylethyl)-1H-indole-3-carboxamide). Yield: 58.2%. As a reaction SMILES: [CH3:1][C:2]1[N:3]([CH:14]([C:16]2[CH:21]=[CH:20][CH:19]=[CH:18][CH:17]=2)[CH3:15])[C:4]2[C:9]([C:10]=1[C:11](O)=[O:12])=[CH:8][CH:7]=[CH:6][CH:5]=2.ON1C2C=CC=CC=2N=N1.Cl.C(N=C=NCCCN(C)C)C.CN(C)C.[NH2:48][CH2:49][C:50]1[C:51]([OH:58])=[N:52][C:53]([CH3:57])=[CH:54][C:55]=1[CH3:56]>ClCCl.O>[OH:58][C:51]1[C:50]([CH2:49][NH:48][C:11]([C:10]2[C:9]3[C:4](=[CH:5][CH:6]=[CH:7][CH:8]=3)[N:3]([CH:14]([C:16]3[CH:17]=[CH:18][CH:19]=[CH:20][CH:21]=3)[CH3:15])[C:2]=2[CH3:1])=[O:12])=[C:55]([CH3:56])[CH:54]=[C:53]([CH3:57])[N:52]=1 |f:2.3|. Procedure details: To a solution of 2-methyl-1-(1-phenylethyl)-1H-indole-3-carboxylic acid (150 mg, 0.54 mmol) in anhydrous dichloromethane (10 mL) was added N-hydroxybenzotriazole (87 mg, 0.64 mmol), 1-ethyl-3-[3-(dimethylamino)propyl]carbodiimide hydrochloride (124 mg, 0.64 mmol) and trimethylamine (163 mg, 1.61 mmol). The mixture was stirred at room temperature for 0.5 hours, then 3-(aminomethyl)-4,6-dimethylpyridin-2-ol (98 mg, 0.64 mmol) was added. The mixture was stirred at room temperature for 12 hours. To ... Starting materials: C1(CCCCCN1)=O (caprolactam), C1(=C(C=CC=C1)N)N (o-phenylene diamine), C1(=CC=C(C=C1)S(=O)(=O)O)C (p-toluene sulfonic acid). Product: NCCCCCC=1NC2=C(N1)C=CC=C2 (2-(5-aminopentyl) benzimidazole). Reaction SMILES: [C:1]1(=O)[NH:7][CH2:6][CH2:5][CH2:4][CH2:3][CH2:2]1.[C:9]1([NH2:16])[CH:14]=[CH:13][CH:12]=[CH:11][C:10]=1[NH2:15].C1(C)C=CC(S(O)(=O)=O)=CC=1>>[NH2:7][CH2:6][CH2:5][CH2:4][CH2:3][CH2:2][C:1]1[NH:15][C:10]2[CH:11]=[CH:12][CH:13]=[CH:14][C:9]=2[N:16]=1. Procedure: A mixture of caprolactam (56.5 g; 0.5 mole) and o-phenylene diamine (54 g; 0.5 mole) was heated with p-toluene sulfonic acid (4.3 g; 0.025 mole) at 200°-225° for 7 hrs. under nitrogen. A quantitative yield of 2-(5-aminopentyl) benzimidazole was obtained.